Dataset: the Open Reaction Database (ORD), a public repository of structured organic reaction records. Task: describe an organic reaction: reactants, conditions, products, and yield The reactants are COC1=C(C(=CC=C1)OC)C1CCCC(N1)=O (6-(2,6-dimethoxyphenyl)piperidin-2-one), BrCC1=CC2=C(OC(O2)(F)F)C=C1 (5-(bromomethyl)-2,2-difluorobenzo[d][1,3]dioxole). Product: FC1(OC2=C(O1)C=CC(=C2)CN2C(CCCC2C2=C(C=CC=C2OC)OC)=O)F (1-((2,2-difluorobenzo[d][1,3]dioxol-5-yl)methyl)-6-(2,6-dimethoxyphenyl)piperidin-2-one). RXN SMILES: [CH3:1][O:2][C:3]1[CH:8]=[CH:7][CH:6]=[C:5]([O:9][CH3:10])[C:4]=1[CH:11]1[NH:16][C:15](=[O:17])[CH2:14][CH2:13][CH2:12]1.Br[CH2:19][C:20]1[CH:30]=[CH:29][C:23]2[O:24][C:25]([F:28])([F:27])[O:26][C:22]=2[CH:21]=1>>[F:28][C:25]1([F:27])[O:24][C:23]2[CH:29]=[CH:30][C:20]([CH2:19][N:16]3[CH:11]([C:4]4[C:5]([O:9][CH3:10])=[CH:6][CH:7]=[CH:8][C:3]=4[O:2][CH3:1])[CH2:12][CH2:13][CH2:14][C:15]3=[O:17])=[CH:21][C:22]=2[O:26]1. Reported procedure: Prepared according to the described general procedure 4 (GP4) by reaction of 6-(2,6-dimethoxyphenyl)piperidin-2-one with 5-(bromomethyl)-2,2-difluorobenzo[d][1,3]dioxole. Subsequent purification by preparative HPLC afforded the target compound. LC-MS (conditions A): tR=0.91 min.; [M+H]+: 406.17 g/mol.